From a dataset of the Open Reaction Database (ORD), a public repository of structured organic reaction records. describe an organic reaction: reactants, conditions, products, and yield The reactants are BrCCCCCBr, CCOCC, CN1CCCC1=O, Oc1ccnc2cc(Cl)ccc12, Cl, [K+], [K+], O=C([O-])[O-], O. Product: Clc1ccc2c(OCCCCCBr)ccnc2c1. As a reaction SMILES: [Br:13][CH2:14][CH2:15][CH2:16][CH2:17][CH2:18][Br:19].[CH3:21][CH2:22][O:23][CH2:24][CH3:25].[CH3:33][N:34]1[CH2:35][CH2:36][CH2:37][C:38]1=[O:39].[Cl:1][c:2]1[cH:3][cH:4][c:5]2[c:6]([OH:12])[cH:7][cH:8][n:9][c:10]2[cH:11]1.[ClH:20].[K+:26].[K+:27].[O-:28][C:29]([O-:30])=[O:31].[OH2:32]>>[Cl:1][c:2]1[cH:3][cH:4][c:5]2[c:6]([O:12][CH2:18][CH2:17][CH2:16][CH2:15][CH2:14][Br:13])[cH:7][cH:8][n:9][c:10]2[cH:11]1.